Dataset: the Open Reaction Database (ORD), a public repository of structured organic reaction records. Task: describe an organic reaction: reactants, conditions, products, and yield The reactants are CC(=O)c1sccc1Br, O=C([O-])[O-], COCCOC, COc1ccc(B(O)O)cc1, [Na+], [Na+], O, c1ccc(P(c2ccccc2)(c2ccccc2)[Pd](P(c2ccccc2)(c2ccccc2)c2ccccc2)(P(c2ccccc2)(c2ccccc2)c2ccccc2)P(c2ccccc2)(c2ccccc2)c2ccccc2)cc1. Yields the product COc1ccc(-c2ccsc2C(C)=O)cc1. RXN SMILES: [Br:1][c:2]1[c:3]([C:7]([CH3:8])=[O:9])[s:4][cH:5][cH:6]1.[C:27](=[O:28])([O-:29])[O-:30].[CH2:21]([CH2:22][O:23][CH3:24])[O:25][CH3:26].[CH3:10][O:11][c:12]1[cH:13][cH:14][c:15]([B:18]([OH:19])[OH:20])[cH:16][cH:17]1.[Na+:31].[Na+:32].[OH2:110].[cH:33]1[cH:34][cH:35][c:36]([P:37]([Pd:38]([P:39]([c:40]2[cH:41][cH:42][cH:43][cH:44][cH:45]2)([c:46]2[cH:47][cH:48][cH:49][cH:50][cH:51]2)[c:52]2[cH:53][cH:54][cH:55][cH:56][cH:57]2)([P:58]([c:59]2[cH:60][cH:61][cH:62][cH:63][cH:64]2)([c:65]2[cH:66][cH:67][cH:68][cH:69][cH:70]2)[c:71]2[cH:72][cH:73][cH:74][cH:75][cH:76]2)[P:77]([c:78]2[cH:79][cH:80][cH:81][cH:82][cH:83]2)([c:84]2[cH:85][cH:86][cH:87][cH:88][cH:89]2)[c:90]2[cH:91][cH:92][cH:93][cH:94][cH:95]2)([c:96]2[cH:97][cH:98][cH:99][cH:100][cH:101]2)[c:102]2[cH:103][cH:104][cH:105][cH:106][cH:107]2)[cH:108][cH:109]1>>[c:2]1(-[c:15]2[cH:14][cH:13][c:12]([O:11][CH3:10])[cH:17][cH:16]2)[c:3]([C:7]([CH3:8])=[O:9])[s:4][cH:5][cH:6]1. The reactants are O1CC(CC1)N (tetrahydrofuran-3-amine), C(C)(=O)O (acetic acid), C(C)(=O)O[BH-](OC(C)=O)OC(C)=O.[Na+] (sodium triacetoxyborohydride), N (ammonia), C(C)(=O)[O-].[Na+] (sodium acetate), [Si](C)(C)(C(C)(C)C)OCC=O ((tert-butyl-dimethylsilanyloxy)acetaldehyde). The solvent is CO (methanol), O1CCCC1 (tetrahydrofuran), CO (methanol), C(C)(C)(C)OC (methyl tert-butyl ether), ClCCl (dichloromethane). Product: [Si](C)(C)(C(C)(C)C)OCCNC1COCC1 (N-(2-{[tert-butyl(dimethyl)silyl]oxy}ethyl)tetrahydrofuran-3-amine). Isolated yield 48.0%. As a reaction SMILES: [O:1]1[CH2:5][CH2:4][CH:3]([NH2:6])[CH2:2]1.C([O-])(=O)C.[Na+].[Si:12]([O:19][CH2:20][CH:21]=O)([C:15]([CH3:18])([CH3:17])[CH3:16])([CH3:14])[CH3:13].C(O)(=O)C.C(O[BH-](OC(=O)C)OC(=O)C)(=O)C.[Na+].N>ClCCl.CO.C(OC)(C)(C)C.O1CCCC1>[Si:12]([O:19][CH2:20][CH2:21][NH:6][CH:3]1[CH2:4][CH2:5][O:1][CH2:2]1)([C:15]([CH3:18])([CH3:17])[CH3:16])([CH3:14])[CH3:13] |f:1.2,5.6|. Procedure: A solution of tetrahydrofuran-3-amine (see WO98/08855, 0.500 g, 4.04 mmol) and sodium acetate (0.331 g, 4.04 mmol) in a 1:3 mixture of methanol and tetrahydrofuran (60 ml) was stirred at room temperature. To this was added (tert-butyl-dimethylsilanyloxy)acetaldehyde (2.112 g, 12.12 mmol) followed by glacial acetic acid (1.456 g, 24.24 mmol) and then sodium triacetoxyborohydride (2.568 g, 12.12 mmol) was then added in 5 portions over 3 minutes (CAUTION: vigorous effervescence) and the resulting s... The reactants are CCO, CCCC(CC(=O)OC)C[N+](=O)[O-], O=[Pt]. The product is CCCC1CNC(=O)C1. As a reaction SMILES: [CH3:14][CH2:15][OH:16].[N+:1]([CH2:4][CH:5]([CH2:6][C:7]([O:2][CH3:3])=[O:8])[CH2:11][CH2:12][CH3:13])([O-:9])=[O:10].[Pt:17]=[O:18]>>[NH:1]1[CH2:4][CH:5]([CH2:11][CH2:12][CH3:13])[CH2:6][C:7]1=[O:8]. Reactants: CS(=O)(=O)OCC1COC2=C(O1)C=C(C=C2)OC2=CC=CC=C2 (2-Methanesulfonyloxymethyl-7-phenoxy-1,4-benzodioxane), [I-].[Na+] (sodium iodide). The solvent is C(C)(=O)OCC (ethyl acetate), C(C)C(=O)C (methyl ethyl ketone). The product is ICC1COC2=C(O1)C=C(C=C2)OC2=CC=CC=C2 (2-iodomethyl-7-phenoxy-1,4-benzodioxane). As a reaction SMILES: CS(O[CH2:6][CH:7]1[O:12][C:11]2[CH:13]=[C:14]([O:17][C:18]3[CH:23]=[CH:22][CH:21]=[CH:20][CH:19]=3)[CH:15]=[CH:16][C:10]=2[O:9][CH2:8]1)(=O)=O.[I-:24].[Na+]>C(C(C)=O)C.C(OCC)(=O)C>[I:24][CH2:6][CH:7]1[O:12][C:11]2[CH:13]=[C:14]([O:17][C:18]3[CH:23]=[CH:22][CH:21]=[CH:20][CH:19]=3)[CH:15]=[CH:16][C:10]=2[O:9][CH2:8]1 |f:1.2|. Procedure details: 2-Methanesulfonyloxymethyl-7-phenoxy-1,4-benzodioxane (1.85 g, 5.5 mmol) and sodium iodide (1.54 g, 11.0 mmol) are taken up in methyl ethyl ketone (60 mL) and heated at reflux for 3 hours. The mixture is cooled, diluted with ethyl acetate, washed with aqueous sodium bicarbonate, dried over magnesium sulfate and evaporated to give 2-iodomethyl-7-phenoxy-1,4-benzodioxane as a tan solid. This is used without further purification. The reactants are C(C)(C)(C)OC(=O)N1CC(C1)C(C1=NC=CC=C1)(OC(=S)O)SC (3-(methylsulfanylthiocarboxyoxy-pyridin-2-yl-methyl)-azetidine-1-carboxylic acid tert-butyl ester), AlBN, [SnH](CCCC)(CCCC)CCCC (nBu3SnH). The solvent is C1(=CC=CC=C1)C (toluene). Reaction conditions: temperature 110 celsius. Product: C(C)(C)(C)OC(=O)N1CC(C1)CC1=NC=CC=C1 (3-Pyridin-2-ylmethyl-azetidine-1-carboxylic acid tert-butyl ester). Reaction SMILES: [C:1]([O:5][C:6]([N:8]1[CH2:11][CH:10]([C:12](SC)(OC(O)=S)[C:13]2[CH:18]=[CH:17][CH:16]=[CH:15][N:14]=2)[CH2:9]1)=[O:7])([CH3:4])([CH3:3])[CH3:2].[SnH](CCCC)(CCCC)CCCC>C1(C)C=CC=CC=1>[C:1]([O:5][C:6]([N:8]1[CH2:9][CH:10]([CH2:12][C:13]2[CH:18]=[CH:17][CH:16]=[CH:15][N:14]=2)[CH2:11]1)=[O:7])([CH3:4])([CH3:2])[CH3:3]. Procedure: To 428 mg (1.21 mmol) 3-(methylsulfanylthiocarboxyoxy-pyridin-2-yl-methyl)-azetidine-1-carboxylic acid tert-butyl ester in 15 mL dry toluene was added 6 mg (36 μmol) AlBN followed by 508 mg (1.69 mmol) nBu3SnH, and the mixture was heated under nitrogen at 110° C. for 2 hours. After evaporation of the solvent the product was purified by column chromatography (silica, heptane/EtOAc 1:1 to EtOAc).